From a dataset of the Open Reaction Database (ORD), a public repository of structured organic reaction records. describe an organic reaction: reactants, conditions, products, and yield Reactants: ClC1=CC=C2C(=CNC2=C1)C(=O)N1CCC(CC1)N1C(NC2=C1C=CC=C2)=O (1-[1-(6-chloro-1H-indole-3-carbonyl)-piperidin-4-yl]-1,3-dihydro-benzoimidazol-2-one), [H-].[Na+] (NaH), N1(CCCCC1)C(=O)Cl (piperidine-1-carbonyl chloride). Solvent: CN(C)C=O (DMF). Product: ClC1=CC=C2C(=CN(C2=C1)C(=O)N1CCCCC1)C(=O)N1CCC(CC1)N1C(NC2=C1C=CC=C2)=O (1-{1-[6-Chloro-1-(piperidine-1-carbonyl)-1H-indole-3-carbonyl]-piperidin-4-yl}-1,3-dihydro-benzoimidazol-2-one). As a reaction SMILES: [Cl:1][C:2]1[CH:10]=[C:9]2[C:5]([C:6]([C:11]([N:13]3[CH2:18][CH2:17][CH:16]([N:19]4[C:23]5[CH:24]=[CH:25][CH:26]=[CH:27][C:22]=5[NH:21][C:20]4=[O:28])[CH2:15][CH2:14]3)=[O:12])=[CH:7][NH:8]2)=[CH:4][CH:3]=1.[H-].[Na+].[N:31]1([C:37](Cl)=[O:38])[CH2:36][CH2:35][CH2:34][CH2:33][CH2:32]1>CN(C=O)C>[Cl:1][C:2]1[CH:10]=[C:9]2[C:5]([C:6]([C:11]([N:13]3[CH2:18][CH2:17][CH:16]([N:19]4[C:23]5[CH:24]=[CH:25][CH:26]=[CH:27][C:22]=5[NH:21][C:20]4=[O:28])[CH2:15][CH2:14]3)=[O:12])=[CH:7][N:8]2[C:37]([N:31]2[CH2:36][CH2:35][CH2:34][CH2:33][CH2:32]2)=[O:38])=[CH:4][CH:3]=1 |f:1.2|. Procedure details: To a stirred solution of 30 mg of 1-[1-(6-chloro-1H-indole-3-carbonyl)-piperidin-4-yl]-1,3-dihydro-benzoimidazol-2-one in 1 ml of DMF were added 1.1 eq. of NaH (55% in oil). The reaction mixture was stirred for 30 min. before the addition of 1.2 eq. of piperidine-1-carbonyl chloride. The crude reaction mixture was purified by preparative HPLC to afforded 21 mg of the title compound as a yellow powder. Starting materials: O=C([O-])[O-], CS(=O)(=O)c1ccc(F)cc1, [K+], [K+], Cc1cnc(NC(=O)c2cc(O)cc(OC3CCN(C)C3=O)c2)cn1. Product: Cc1cnc(NC(=O)c2cc(Oc3ccc(S(C)(=O)=O)cc3)cc(OC3CCN(C)C3=O)c2)cn1. As a reaction SMILES: [C:37](=[O:38])([O-:39])[O-:40].[F:26][c:27]1[cH:28][cH:29][c:30]([S:33](=[O:34])(=[O:35])[CH3:36])[cH:31][cH:32]1.[K+:41].[K+:42].[OH:1][c:2]1[cH:3][c:4]([C:5](=[O:6])[NH:7][c:8]2[n:9][cH:10][c:11]([CH3:14])[n:12][cH:13]2)[cH:15][c:16]([O:18][CH:19]2[C:20](=[O:25])[N:21]([CH3:24])[CH2:22][CH2:23]2)[cH:17]1>>[O:1]([c:2]1[cH:3][c:4]([C:5](=[O:6])[NH:7][c:8]2[n:9][cH:10][c:11]([CH3:14])[n:12][cH:13]2)[cH:15][c:16]([O:18][CH:19]2[C:20](=[O:25])[N:21]([CH3:24])[CH2:22][CH2:23]2)[cH:17]1)[c:27]1[cH:28][cH:29][c:30]([S:33](=[O:34])(=[O:35])[CH3:36])[cH:31][cH:32]1. Starting materials: O.NN (hydrazine monohydrate), FC1=C(C=CC=C1)C1=NC(C(N(C2=C1C=CC=C2)CC=2C=CC1=C(C=CC(O1)=O)C2)=O)N2C(C=1C(C2=O)=CC=CC1)=O ((3RS)-2,3-dihydro-5-(2-flurophenyl)-1-(2-oxo-2H-1-benzopyran-6-yl)methyl-3-phthalimido-1H-1,4-benzodiazepin-2-one), C(Cl)(Cl)Cl (chloroform). Run in C1CCOC1 (THF). Yields the product NC1C(N(C2=C(C(=N1)C1=C(C=CC=C1)F)C=CC=C2)CC=2C=CC1=C(C=CC(O1)=O)C2)=O ((3RS)-3-amino-2,3-dihydro-5-(2-fluorophenyl)-1-(2-oxo-2H-1-benzopyran-6-yl)methyl-1H-1,4-benzodiazepin-2-one). Isolated yield 30.1%. RXN SMILES: [F:1][C:2]1[CH:7]=[CH:6][CH:5]=[CH:4][C:3]=1[C:8]1[C:14]2[CH:15]=[CH:16][CH:17]=[CH:18][C:13]=2[N:12]([CH2:19][C:20]2[CH:21]=[CH:22][C:23]3[O:28][C:27](=[O:29])[CH:26]=[CH:25][C:24]=3[CH:30]=2)[C:11](=[O:31])[CH:10]([N:32]2C(=O)C3=CC=CC=C3C2=O)[N:9]=1.O.NN.C(Cl)(Cl)Cl>C1COCC1>[NH2:32][CH:10]1[N:9]=[C:8]([C:3]2[CH:4]=[CH:5][CH:6]=[CH:7][C:2]=2[F:1])[C:14]2[CH:15]=[CH:16][CH:17]=[CH:18][C:13]=2[N:12]([CH2:19][C:20]2[CH:21]=[CH:22][C:23]3[O:28][C:27](=[O:29])[CH:26]=[CH:25][C:24]=3[CH:30]=2)[C:11]1=[O:31] |f:1.2|. Reported procedure: To a suspension of (3RS)-2,3-dihydro-5-(2-flurophenyl)-1-(2-oxo-2H-1-benzopyran-6-yl)methyl-3-phthalimido-1H-1,4-benzodiazepin-2-one (1.30 g) in THF (50 ml) was added dropwise hydrazine monohydrate (0.12 g) under stirring at ambient temperature. The mixture was stirred for 2 hours at the same temperature and refluxed under stirring for 2 hours. The reaction mixture was cooled in an ice-bath. The resultant precipitates were filtered off and washed with THF. The filtrate and washing were combined ...